From a dataset of the Open Reaction Database (ORD), a public repository of structured organic reaction records. describe an organic reaction: reactants, conditions, products, and yield Starting materials: C(C)(C)(C)OC(=O)N1C[C@@H]2CC=3N(C=4C=CC=CC4C3C=3C(OC(C3C3=CN(C4=CC=CC=C34)C)=O)=O)C[C@@H]2C1 (cis-3-[2-(tert.butoxy-carbonyl)-2,3,3a,4,11,11a-hexahydro-1H-pyrrolo[3',4':4,5]pyrido[1,2-a]indol-10-yl]-4-(1-methyl-3-indolyl)furan-2,5-dione), CN(C)C=O (DMF). Solvent: N (ammonia). Product: C(C)(C)(C)OC(=O)N1C[C@@H]2CC=3N(C=4C=CC=CC4C3C=3C(NC(C3C3=CN(C4=CC=CC=C34)C)=O)=O)C[C@@H]2C1 (cis-3-[2-(tert.butoxycarbonyl)-2,3,3a,4, 11,11a-hexahydro-1H-pyrrolo[3',4':4,5]pyrido[1,2-a]-indol-10-yl]-4-(1-methyl-3-indolyl)-1H-pyrrole-2,5-dione). As a reaction SMILES: [C:1]([O:5][C:6]([N:8]1[CH2:40][C@@H:39]2[C@@H:10]([CH2:11][C:12]3[N:13]([CH2:38]2)[C:14]2[CH:15]=[CH:16][CH:17]=[CH:18][C:19]=2[C:20]=3[C:21]2[C:22](=[O:37])[O:23][C:24](=O)[C:25]=2[C:26]2[C:34]3[C:29](=[CH:30][CH:31]=[CH:32][CH:33]=3)[N:28]([CH3:35])[CH:27]=2)[CH2:9]1)=[O:7])([CH3:4])([CH3:3])[CH3:2].C[N:42](C=O)C>N>[C:1]([O:5][C:6]([N:8]1[CH2:40][C@@H:39]2[C@@H:10]([CH2:11][C:12]3[N:13]([CH2:38]2)[C:14]2[CH:15]=[CH:16][CH:17]=[CH:18][C:19]=2[C:20]=3[C:21]2[C:22](=[O:37])[NH:42][C:24](=[O:23])[C:25]=2[C:26]2[C:34]3[C:29](=[CH:30][CH:31]=[CH:32][CH:33]=3)[N:28]([CH3:35])[CH:27]=2)[CH2:9]1)=[O:7])([CH3:2])([CH3:3])[CH3:4]. Procedure: A solution of 700 mg of cis-3-[2-(tert.butoxy-carbonyl)-2,3,3a,4,11,11a-hexahydro-1H-pyrrolo[3',4':4,5]pyrido[1,2-a]indol-10-yl]-4-(1-methyl-3-indolyl)furan-2,5-dione in 6 ml of DMF and 6 ml of 33% aqueous ammonia was heated to 100° C. for 2.5 hours in a sealed vessel. The mixture was left to cool and the solid formed was filtered off and dried to give 400 mg of cis-3-[2-(tert.butoxycarbonyl)-2,3,3a,4, 11,11a-hexahydro-1H-pyrrolo[3',4':4,5]pyrido[1,2-a]-indol-10-yl]-4-(1-methyl-3-indolyl)-1H-pyr... Reactants: CNC (dimethylamine), CC1=[N+](C=CC(=C1)[N+](=O)[O-])[O-] (2-methyl-4-nitropyridine N-oxide), O1CCCC1 (tetrahydrofuran). Run at temperature 60 celsius, time 8 hour. Yields the product CN(C1=CC(=[N+](C=C1)[O-])C)C (4-dimethylamino-2-methylpyridine N-oxide). Reaction SMILES: [CH3:1][NH:2][CH3:3].[CH3:4][C:5]1[CH:10]=C([N+]([O-])=O)[CH:8]=[CH:7][N+:6]=1[O-:14].O1CCC[CH2:16]1>>[CH3:1][N:2]([CH3:16])[C:3]1[CH:8]=[CH:7][N+:6]([O-:14])=[C:5]([CH3:10])[CH:4]=1. Procedure: To a solution of dimethylamine in tetrahydrofuran (2M, 20 ml) was added 2-methyl-4-nitropyridine N-oxide (3.08 g), and the mixture was stirred at 60° C. for 8 hours. The residue was evaporated under reduced pressure and purified by column chromatography (silica gel 75 g, 0 to 10% methanol in dichloromethane) to give 4-dimethylamino-2-methylpyridine N-oxide (1.76 g). Starting materials: S1C(=S)NC(=O)C1 (rhodanine), COC1=C(C=CC(=C1)C=O)C1=C(C=CC=C1)C(F)(F)F (2-Methoxy-2′-trifluoromethyl-biphenyl-4-carboxaldehyde), C(C)(=O)O (acetic acid), CC(=O)[O-].[Na+] (NaOAc), CC(=O)[O-].[Na+] (NaOAc). Procedure: To a flask was added rhodanine (37 mg, 275 μmol), 2-Methoxy-2′-trifluoromethyl-biphenyl-4-carboxaldehyde (70 mg, 250 μmol), acetic acid (4 mL) and NaOAc (60 mg, 3 equiv). The reaction solution was allowed to stir at 95° C. under N2 for 14 h. Additional NaOAc (60 mg, 3 equiv) was added to the solution and stirred at 100° C. for an additional 24 h. The reaction solution was diluted with EtOAc (100 mL), washed with water (50 mL×3), washed with aq NaHCO3 (50 mL×3), dried and concentrated. The crude ... As a reaction SMILES: [S:1]1[CH2:7][C:5](=[O:6])[NH:4][C:2]1=[S:3].[CH3:8][O:9][C:10]1[CH:15]=[C:14]([CH:16]=O)[CH:13]=[CH:12][C:11]=1[C:18]1[CH:23]=[CH:22][CH:21]=[CH:20][C:19]=1[C:24]([F:27])([F:26])[F:25].C(O)(=O)C.CC([O-])=O.[Na+]>CCOC(C)=O>[CH3:8][O:9][C:10]1[CH:15]=[C:14]([CH:16]=[C:7]2[S:1][C:2](=[S:3])[NH:4][C:5]2=[O:6])[CH:13]=[CH:12][C:11]=1[C:18]1[CH:23]=[CH:22][CH:21]=[CH:20][C:19]=1[C:24]([F:25])([F:27])[F:26] |f:3.4|. Yields the product COC1=C(C=CC(=C1)C=C1C(NC(S1)=S)=O)C1=C(C=CC=C1)C(F)(F)F (5-[1-(2-Methoxy-2′-trifluoromethyl-biphenyl-4-yl)-methylidene]-2-thioxo-thiazolidin-4-one). Run in CCOC(=O)C (EtOAc). Run at temperature 95 celsius, time 14 hour.